From a dataset of the Open Reaction Database (ORD), a public repository of structured organic reaction records. describe an organic reaction: reactants, conditions, products, and yield The reactants are CCOC(=O)c1ccc2nc(-c3ccc(N4CCN(C(=O)OC(C)(C)C)CC4)nc3)sc2c1, ClCCl, O=C(O)C(F)(F)F, [Na+], O=C([O-])O. Product: CCOC(=O)c1ccc2nc(-c3ccc(N4CCNCC4)nc3)sc2c1, O=C(O)C(F)(F)F. RXN SMILES: [CH2:1]([CH3:2])[O:3][C:4](=[O:5])[c:6]1[cH:7][c:8]2[c:9]([n:10][c:11](-[c:13]3[cH:14][n:15][c:16]([N:19]4[CH2:20][CH2:21][N:22]([C:25]([O:26][C:27]([CH3:28])([CH3:29])[CH3:30])=[O:31])[CH2:23][CH2:24]4)[cH:17][cH:18]3)[s:12]2)[cH:32][cH:33]1.[Cl:46][CH2:47][Cl:48].[F:34][C:35]([C:36](=[O:37])[OH:38])([F:39])[F:40].[Na+:41].[OH:42][C:43](=[O:44])[O-:45]>>[CH2:1]([CH3:2])[O:3][C:4](=[O:5])[c:6]1[cH:7][c:8]2[c:9]([n:10][c:11](-[c:13]3[cH:14][n:15][c:16]([N:19]4[CH2:20][CH2:21][NH:22][CH2:23][CH2:24]4)[cH:17][cH:18]3)[s:12]2)[cH:32][cH:33]1.[F:34][C:35]([C:36](=[O:37])[OH:38])([F:39])[F:40]. Reactants: CN(C)CCCN(c1ccccc1)c1ncccc1NC(=O)c1ccccc1F, O, O=P(Cl)(Cl)Cl. Product: CN(C)CCCN1c2ccccc2C(c2ccccc2F)=Nc2cccnc21. RXN SMILES: [CH3:1][N:2]([CH2:3][CH2:4][CH2:5][N:6]([c:7]1[n:8][cH:9][cH:10][cH:11][c:12]1[NH:13][C:14]([c:15]1[c:16]([F:21])[cH:17][cH:18][cH:19][cH:20]1)=[O:22])[c:23]1[cH:24][cH:25][cH:26][cH:27][cH:28]1)[CH3:29].[OH2:35].[P:30]([Cl:31])([Cl:32])([Cl:33])=[O:34]>>[CH3:1][N:2]([CH2:3][CH2:4][CH2:5][N:6]1[c:7]2[n:8][cH:9][cH:10][cH:11][c:12]2[N:13]=[C:14]([c:15]2[c:16]([F:21])[cH:17][cH:18][cH:19][cH:20]2)[c:24]2[c:23]1[cH:28][cH:27][cH:26][cH:25]2)[CH3:29]. The reactants are C(CCC)NC(CC1=CC=CC=C1)=O (N-Butyl-phenylacetamide), [H-].[Na+] (sodium hydride), O (water), C1(CCCCC1)S(=O)C=1OC=C(N1)C (2-cyclohexylsulphinyl-4-methyloxazole). Run in CN1C(CCC1)=O (N-methyl pyrrolidone), CCOCC (ether), CN1C(CCC1)=O (N-methyl pyrrolidone). Conditions: temperature 100 celsius, time 5 hour. The product is C(CCC)N(C(CC1=CC=CC=C1)=O)C=1OC=C(N1)C (2-(N-Butyl-phenylacetamido)-4-methyloxazole). As a reaction SMILES: [CH2:1]([NH:5][C:6](=[O:14])[CH2:7][C:8]1[CH:13]=[CH:12][CH:11]=[CH:10][CH:9]=1)[CH2:2][CH2:3][CH3:4].[H-].[Na+].C1(S([C:25]2[O:26][CH:27]=[C:28]([CH3:30])[N:29]=2)=O)CCCCC1.O>CN1CCCC1=O.CCOCC>[CH2:1]([N:5]([C:25]1[O:26][CH:27]=[C:28]([CH3:30])[N:29]=1)[C:6](=[O:14])[CH2:7][C:8]1[CH:13]=[CH:12][CH:11]=[CH:10][CH:9]=1)[CH2:2][CH2:3][CH3:4] |f:1.2|. Procedure details: N-Butyl-phenylacetamide (1.80 g, 0.0094 m) in N-methyl pyrrolidone (10 ml) was stirred at 80° C. under nitrogen during the portionwise addition of a 50% sodium hydride/oil dispersion (0.75 g, 0.0094 m). After the addition, the mixture was warmed to 100° C. and 2-cyclohexylsulphinyl-4-methyloxazole (2.0 g, 0.0094 m) in dry N-methyl pyrrolidone (10 ml) was added. The mixture was stirred at 100° C. for 5 hours and then hydrolysed with water. The solvent was removed in vacuo and the product isolated...